From a dataset of the Open Reaction Database (ORD), a public repository of structured organic reaction records. describe an organic reaction: reactants, conditions, products, and yield Starting materials: O=C(CCC#N)C1=CC=CC=C1 (4-oxo-4-phenylbutanenitrile), FC1=C(C(NN)=S)C=C(C=C1)F (2,5-difluorobenzothiohydrazide). Run in C(C)O (ethanol). Conditions: temperature 90 celsius, time 16 hour. The product is FC1=C(C=C(C=C1)F)C1=NNC(S1)(C1=CC=CC=C1)CCC#N (3-(5-(2,5-difluorophenyl)-2-phenyl-2,3-dihydro-1,3,4-thiadiazol-2-yl)propanenitrile). The yield is 55.0%. RXN SMILES: O=[C:2]([C:7]1[CH:12]=[CH:11][CH:10]=[CH:9][CH:8]=1)[CH2:3][CH2:4][C:5]#[N:6].[F:13][C:14]1[CH:23]=[CH:22][C:21]([F:24])=[CH:20][C:15]=1[C:16](=[S:19])[NH:17][NH2:18]>C(O)C>[F:13][C:14]1[CH:23]=[CH:22][C:21]([F:24])=[CH:20][C:15]=1[C:16]1[S:19][C:2]([CH2:3][CH2:4][C:5]#[N:6])([C:7]2[CH:12]=[CH:11][CH:10]=[CH:9][CH:8]=2)[NH:18][N:17]=1. Procedure details: To a solution of 4-oxo-4-phenylbutanenitrile (0.076 g, 0.48 mmol) in ethanol (5 mL) was added 2,5-difluorobenzothiohydrazide (0.09 g, 0.48 mmol). After stirring at 90° C. for 16 hours, the reaction mixture was concentrated under reduced pressure. The residue was dissolved in ethyl acetate and washed with water and brine, dried over Na2SO4, filtered and concentrated under reduced pressure. The residue was chromatographed (20% ethyl acetate in hexanes) to provide the product (0.087 g, 55% yield). Reactants: Intermediate 2a, [Sn](Cl)(Cl)(Cl)Cl (tin tetrachloride), NC1=C(C#N)C=CC=C1 (2-aminobenzonitrile), C(C)(=O)CC(C)=O (acetyl acetone). Reported procedure: 1-(4-Amino-2-methylquinolin-3-yl)ethanone was prepared analogously to Intermediate 2a, Example 6, by tin tetrachloride-promoted reaction of 2-aminobenzonitrile and acetyl acetone in a manner known from the literature (Tetrahedron 51:12277 (1995)). As a reaction SMILES: [Sn](Cl)(Cl)(Cl)Cl.[NH2:6][C:7]1[CH:14]=[CH:13][CH:12]=[CH:11][C:8]=1[C:9]#[N:10].[C:15]([CH2:18][C:19](=O)[CH3:20])(=[O:17])[CH3:16]>>[NH2:10][C:9]1[C:8]2[C:7](=[CH:14][CH:13]=[CH:12][CH:11]=2)[N:6]=[C:19]([CH3:20])[C:18]=1[C:15](=[O:17])[CH3:16]. Yields the product NC1=C(C(=NC2=CC=CC=C12)C)C(C)=O (1-(4-Amino-2-methylquinolin-3-yl)ethanone). The reactants are COC1=C(C=CC=2C3C(NC(C3CCC21)=O)=O)OC (3a,4,5,9b-Tetrahydro-6,7-dimethoxy-1H-benz[e]isoindole-1,3-(2H)-dione), C(C)O (ethanol), C1(=CC=CC=C1)P(C1=CC=CC=C1)C1=CC=CC=C1 (triphenylphosphine), N(=NC(=O)OCC)C(=O)OCC (diethyl azodicarboxylate). Solvent: C1CCOC1 (THF). Run at time 18 hour. The product is C(C)N1C(C2CCC3=C(C2C1=O)C=CC(=C3OC)OC)=O (2-Ethyl-3a,4,5,9b-tetrahydro-6,7-dimethoxy-1H-benz[e]isoindole-1,3-(2H)-dione). Yield: 57.2%. RXN SMILES: [CH3:1][O:2][C:3]1[C:15]2[CH2:14][CH2:13][CH:12]3[CH:8]([C:9](=[O:17])[NH:10][C:11]3=[O:16])[C:7]=2[CH:6]=[CH:5][C:4]=1[O:18][CH3:19].[CH2:20](O)[CH3:21].C1(P(C2C=CC=CC=2)C2C=CC=CC=2)C=CC=CC=1.N(C(OCC)=O)=NC(OCC)=O>C1COCC1>[CH2:20]([N:10]1[C:9](=[O:17])[CH:8]2[CH:12]([CH2:13][CH2:14][C:15]3[C:3]([O:2][CH3:1])=[C:4]([O:18][CH3:19])[CH:5]=[CH:6][C:7]=32)[C:11]1=[O:16])[CH3:21]. Procedure details: A solution of thee compound of example 3 (1.5 g, 5.8 mmole), absolute ethanol (0.42 mL, 7.3 mmole), triphenylphosphine (1.5 g, 5.8 mmole), and dry THF (9.8 mL) was stirred under N2 at 15° C. as diethyl azodicarboxylate (0.92 mL, 5.8 mmole) was added dropwise. The reaction mixture was stirred at room temperature for 18 hrs., then the crude reaction mixture was chromatographed on silica gel, eluting with CH2Cl2 containing 0.5% EtOH to obtain 0.96 g yellow solid (57%); M+ 289. Starting materials: ice water, COC=1C=CC2=C(CC(C3=C(S2)C=CC(=C3)C(C(=O)N)C)=O)C1 (2-(10,11-dihydro-8-methoxy-11-oxodibenzo[b,f]thiepin-2-yl)-propionamide), [OH-].[Na+] (sodium hydroxide), O (water), Cl (hydrochloric acid). Run in C(C)O (ethanol). Yields the product COC=1C=CC2=C(CC(C3=C(S2)C=CC(=C3)C(C(=O)O)C)=O)C1 (2-(10,11-dihydro-8-methoxy-11-oxodibenzo[b,f]thiepin-2-yl)-propionic acid). Isolated yield 34.9%. Reaction SMILES: [CH3:1][O:2][C:3]1[CH:4]=[CH:5][C:6]2[S:12][C:11]3[CH:13]=[CH:14][C:15]([CH:17]([CH3:21])[C:18](N)=[O:19])=[CH:16][C:10]=3[C:9](=[O:22])[CH2:8][C:7]=2[CH:23]=1.[OH-:24].[Na+].O.Cl>C(O)C>[CH3:1][O:2][C:3]1[CH:4]=[CH:5][C:6]2[S:12][C:11]3[CH:13]=[CH:14][C:15]([CH:17]([CH3:21])[C:18]([OH:24])=[O:19])=[CH:16][C:10]=3[C:9](=[O:22])[CH2:8][C:7]=2[CH:23]=1 |f:1.2|. Reported procedure: A mixture of 0.1 g of 2-(10,11-dihydro-8-methoxy-11-oxodibenzo[b,f]thiepin-2-yl)-propionamide, 1.0 g of sodium hydroxide, 10 ml of water and 20 ml of ethanol was refluxed for 3 hours. After the completion of the reaction, the solvent was removed by distillation to obtain a residue, to which was added ice water, and the mixture was acidified with hydrochloric acid and extracted with chloroform. The extract was washed with water and dried over anhydrous sodium sulfate. The solvent was distilled of...